From a dataset of the Open Reaction Database (ORD), a public repository of structured organic reaction records. describe an organic reaction: reactants, conditions, products, and yield The reactants are FC(C1=C(C=CC=C1)CN1C2=CC=CC(=C2C=2C(=CC=CC12)OCC(=O)OC)C(N)=O)(F)F ({9-[(2-trifluoromethylphenyl)methyl]-5-carbamoylcarbazol-4-yl}oxyacetic acid, methyl ester), [OH-].[Na+] (NaOH). Solvent: CO (methanol). Product: FC(C1=C(C=CC=C1)CN1C2=CC=CC(=C2C=2C(=CC=CC12)OCC(=O)O)C(N)=O)(F)F ({9-[(2-trifluoromethylphenyl)methyl]-5-carbamoylcarbazol-4-yl}oxyacetic acid). The yield is 87.0%. RXN SMILES: [F:1][C:2]([F:33])([F:32])[C:3]1[CH:8]=[CH:7][CH:6]=[CH:5][C:4]=1[CH2:9][N:10]1[C:22]2[CH:21]=[CH:20][CH:19]=[C:18]([O:23][CH2:24][C:25]([O:27]C)=[O:26])[C:17]=2[C:16]2[C:11]1=[CH:12][CH:13]=[CH:14][C:15]=2[C:29](=[O:31])[NH2:30].[OH-].[Na+]>CO>[F:32][C:2]([F:1])([F:33])[C:3]1[CH:8]=[CH:7][CH:6]=[CH:5][C:4]=1[CH2:9][N:10]1[C:22]2[CH:21]=[CH:20][CH:19]=[C:18]([O:23][CH2:24][C:25]([OH:27])=[O:26])[C:17]=2[C:16]2[C:11]1=[CH:12][CH:13]=[CH:14][C:15]=2[C:29](=[O:31])[NH2:30] |f:1.2|. Procedure details: A solution of the {9-[(2-trifluoromethylphenyl)methyl]-5-carbamoylcarbazol-4-yl}oxyacetic acid, methyl ester (70 mg, 0.153 mM) and 0.21 mL (0.21 mM) of 1 N NaOH in 5 mL of methanol was sonicated for 23 hours at 50-60° C. The methanol was removed in vacuo and the mixture acidified to pH 1.6 with 1 N HCl. The resultant white precipitate was collected by filtration, washed with H2O, small amounts of MeOH and diethyl ether, then dried in vacuo to afford 59 mg (88%) of the {9-[(2-trifluoromethylpheny... Reactants: CC#N, O=C1CCC(=O)N1Cl, FC(F)(F)c1cc(C(F)(F)F)[nH]n1. Yields the product FC(F)(F)c1n[nH]c(C(F)(F)F)c1Cl. RXN SMILES: [CH3:22][C:23]#[N:24].[Cl:14][N:15]1[C:16](=[O:17])[CH2:18][CH2:19][C:20]1=[O:21].[F:1][C:2]([c:3]1[n:4][nH:5][c:6]([C:8]([F:9])([F:10])[F:11])[cH:7]1)([F:12])[F:13]>>[F:1][C:2]([c:3]1[nH:4][n:5][c:6]([C:8]([F:9])([F:10])[F:11])[c:7]1[Cl:14])([F:12])[F:13]. Starting materials: CCOC(=O)COc1ccc(SCc2cc(C#Cc3ccccc3)cc(OCC(C)C)c2)cc1C, CCO, Cl, [Na+], [OH-]. The product is Cc1cc(SCc2cc(C#Cc3ccccc3)cc(OCC(C)C)c2)ccc1OCC(=O)O. As a reaction SMILES: [CH2:1]([CH3:2])[O:3][C:4]([CH2:5][O:6][c:7]1[c:8]([CH3:34])[cH:9][c:10]([S:13][CH2:14][c:15]2[cH:16][c:17]([O:29][CH2:30][CH:31]([CH3:32])[CH3:33])[cH:18][c:19]([C:21]#[C:22][c:23]3[cH:24][cH:25][cH:26][cH:27][cH:28]3)[cH:20]2)[cH:11][cH:12]1)=[O:35].[CH3:39][CH2:40][OH:41].[ClH:38].[Na+:37].[OH-:36]>>[O:3]=[C:4]([CH2:5][O:6][c:7]1[c:8]([CH3:34])[cH:9][c:10]([S:13][CH2:14][c:15]2[cH:16][c:17]([O:29][CH2:30][CH:31]([CH3:32])[CH3:33])[cH:18][c:19]([C:21]#[C:22][c:23]3[cH:24][cH:25][cH:26][cH:27][cH:28]3)[cH:20]2)[cH:11][cH:12]1)[OH:35]. The reactants are C(C)(=O)O (acetic acid), NO (amino alcohol), NC=1C2=C(N=CN1)C1=C(S2)N=C(C=C1CCC)N1CCC(CC1)=O (1-(4-amino-9-propyl-pyrido[3′,2′:4,5]thieno[3,2-d]pyrimidin -7-yl)-piperidin-4-one), CN(C)C=O (DMF), C(#N)[BH3-] (Cyanoborohydride). Reaction conditions: time 16 hour. Yields the product NC=1C2=C(N=CN1)C1=C(S2)N=C(C=C1CCC)N1CCC(CC1)NCC(O)C1=CC=CC2=CC=CC=C12 (2-[1-(4-amino-9-propyl-pyrido[3′,2′:4,5]thieno[3,2-d]pyrimidin-7-yl)-piperidin-4-ylamino]-1-naphthalen-1-yl-ethanol). Reaction SMILES: NO.[NH2:3][C:4]1[C:5]2[S:12][C:11]3[N:13]=[C:14]([N:20]4[CH2:25][CH2:24][C:23](=O)[CH2:22][CH2:21]4)[CH:15]=[C:16]([CH2:17][CH2:18][CH3:19])[C:10]=3[C:6]=2[N:7]=[CH:8][N:9]=1.[C:27]([BH3-])#[N:28].[C:30](O)(=O)[CH3:31].CN([CH:37]=[O:38])C>>[NH2:3][C:4]1[C:5]2[S:12][C:11]3[N:13]=[C:14]([N:20]4[CH2:25][CH2:24][CH:23]([NH:28][CH2:27][CH:37]([C:4]5[C:30]6[C:31](=[CH:14][CH:15]=[CH:16][CH:17]=6)[CH:10]=[CH:6][CH:5]=5)[OH:38])[CH2:22][CH2:21]4)[CH:15]=[C:16]([CH2:17][CH2:18][CH3:19])[C:10]=3[C:6]=2[N:7]=[CH:8][N:9]=1. Reported procedure: The above amino alcohol (200 mg, 0.586 mmol) and 1-(4-amino-9-propyl -pyrido[3′,2′:4,5]thieno[3,2-d]pyrimidin-7-yl)-piperidin-4-one (Example 4) (200 mg, 0.894 mmol) was dissolved in 10 mL of dry DMF. MP-Cyanoborohydride (375 mg, 0.884 mmol) was added followed by glacial acetic acid (0.3 mL). This mixture was shaken for 16 h. The resin was removed by filtration and washed with MeOH and dichloromethane. The filtrate was evaporated. The residue was treated with 2 M sodium carbonate solution. The re... Procedure: The 6-(2,4-difluorophenyl)-5-iodoimidazo[2,1-b]thiazole (1.00 g, 2.76 mmol) was suspended in THF (7.5 mL) then cooled to about −30° C. The i-PrMgCl (2 M in THF, 1.52 mL, 3.04 mmol) was added dropwise over about 15 min then stirred at about −30° C. for about 15 min. The ZnCl2 (0.489 g, 3.59 mmol) was dissolved in THF (7.5 mL), cooled to about 0° C., and added dropwise to the Grignard solution. The reaction mixture was stirred for about 30 min at about −30° C. The 6-iodo-3-isopropyl-[1,2,4]triazol... Reaction conditions: temperature -30 celsius, time 15 minute. Product: FC1=C(C=CC(=C1)F)C=1N=C2SC=CN2C1C=1C=CC=2N(N1)C(=NN2)C(C)C (6-(2,4-Difluorophenyl)-5-(3-isopropyl-[1,2,4]triazolo[4,3-b]pyridazin-6-yl)imidazo[2,1-b]thiazole). Reagents/catalysts: [Cl-].[Cl-].[Zn+2] (ZnCl2), [O-]S(=O)(=O)[O-].[Zn+2] (zincate), C=1C=CC(=CC1)[P](C=2C=CC=CC2)(C=3C=CC=CC3)[Pd]([P](C=4C=CC=CC4)(C=5C=CC=CC5)C=6C=CC=CC6)([P](C=7C=CC=CC7)(C=8C=CC=CC8)C=9C=CC=CC9)[P](C=1C=CC=CC1)(C=1C=CC=CC1)C=1C=CC=CC1 (Pd(Ph3P)4). RXN SMILES: [F:1][C:2]1[CH:7]=[C:6]([F:8])[CH:5]=[CH:4][C:3]=1[C:9]1[N:10]=[C:11]2[N:15]([C:16]=1I)[CH:14]=[CH:13][S:12]2.C([Mg]Cl)(C)C.I[C:24]1[CH:25]=[CH:26][C:27]2[N:28]([C:30]([CH:33]([CH3:35])[CH3:34])=[N:31][N:32]=2)[N:29]=1.CN(C=O)C>C1COCC1.O.[Cl-].[Cl-].[Zn+2].C1C=CC([P]([Pd]([P](C2C=CC=CC=2)(C2C=CC=CC=2)C2C=CC=CC=2)([P](C2C=CC=CC=2)(C2C=CC=CC=2)C2C=CC=CC=2)[P](C2C=CC=CC=2)(C2C=CC=CC=2)C2C=CC=CC=2)(C2C=CC=CC=2)C2C=CC=CC=2)=CC=1.[O-]S([O-])(=O)=O.[Zn+2]>[F:1][C:2]1[CH:7]=[C:6]([F:8])[CH:5]=[CH:4][C:3]=1[C:9]1[N:10]=[C:11]2[N:15]([C:16]=1[C:24]1[CH:25]=[CH:26][C:27]3[N:28]([C:30]([CH:33]([CH3:35])[CH3:34])=[N:31][N:32]=3)[N:29]=1)[CH:14]=[CH:13][S:12]2 |f:6.7.8,10.11,^1:53,55,74,93|. Starting materials: FC1=C(C=CC(=C1)F)C=1N=C2SC=CN2C1I (6-(2,4-difluorophenyl)-5-iodoimidazo[2,1-b]thiazole), C(C)(C)[Mg]Cl (i-PrMgCl), IC=1C=CC=2N(N1)C(=NN2)C(C)C (6-iodo-3-isopropyl-[1,2,4]triazolo[4,3-b]pyridazine), CN(C)C=O (DMF). Yield: 22.8%. Solvent: C1CCOC1 (THF), C1CCOC1 (THF), O (water). Starting materials: CC(C)(C)OC(=O)N1CCC(NC(=O)c2c[nH]c3c(-c4c(OCC5CC5)ccc5c4OCO5)ncnc23)CC1, COC(C)(C)C, CC(C)O, Cl, C1COCCO1. Yields the product Cl, O=C(NC1CCNCC1)c1c[nH]c2c(-c3c(OCC4CC4)ccc4c3OCO4)ncnc12. Reaction SMILES: [C:1]([O:2][C:3](=[O:4])[N:8]1[CH2:9][CH2:10][CH:11]([NH:14][C:15](=[O:16])[c:17]2[cH:18][nH:19][c:20]3[c:21]2[n:22][cH:23][n:24][c:25]3-[c:26]2[c:27]([O:35][CH2:36][CH:37]3[CH2:38][CH2:39]3)[cH:28][cH:29][c:30]3[c:34]2[O:33][CH2:32][O:31]3)[CH2:12][CH2:13]1)([CH3:5])([CH3:6])[CH3:7].[C:45]([O:46][CH3:47])([CH3:48])([CH3:49])[CH3:50].[CH3:40][CH:41]([OH:42])[CH3:43].[ClH:44].[O:51]1[CH2:52][CH2:53][O:54][CH2:55][CH2:56]1>>[ClH:44].[NH:8]1[CH2:9][CH2:10][CH:11]([NH:14][C:15](=[O:16])[c:17]2[cH:18][nH:19][c:20]3[c:21]2[n:22][cH:23][n:24][c:25]3-[c:26]2[c:27]([O:35][CH2:36][CH:37]3[CH2:38][CH2:39]3)[cH:28][cH:29][c:30]3[c:34]2[O:33][CH2:32][O:31]3)[CH2:12][CH2:13]1. The reactants are aqueous solution, Cl (hydrochloric acid), S(N)(O)(=O)=O (sulfamic acid), N(=O)O (nitrous acid), NC1=C(C=C(C=C1)[N+](=O)[O-])O (2-amino-5-nitrophenol), Cl (hydrochloric acid), N(=O)[O-].[Na+] (sodium nitrite), cuprous chloride. Conditions: time 1 hour. Yields the product ClC1=C(C=C(C=C1)[N+](=O)[O-])O (2-chloro-5-nitrophenol). As a reaction SMILES: N[C:2]1[CH:7]=[CH:6][C:5]([N+:8]([O-:10])=[O:9])=[CH:4][C:3]=1[OH:11].N([O-])=O.[Na+].S(=O)(=O)(O)N.N(O)=O.[ClH:24]>>[Cl:24][C:2]1[CH:7]=[CH:6][C:5]([N+:8]([O-:10])=[O:9])=[CH:4][C:3]=1[OH:11] |f:1.2|. Procedure: A suspension of 131.2 g (0.85 mole) of 2-amino-5-nitrophenol in 400 ml of 36% hydrochloric acid was maintained at a temperature of 10° C. or less with stirring. To this was added dropwise 150 ml of an aqueous solution containing 66.5 g (0.93 mole) of sodium nitrite over a period of about 1 hour. After completion of the dropwise addition, the mixture was further stirred at a temperature not exceeding 10° C. for 1 hour. To this mixture was added 3 g of sulfamic acid to decompose the excess nitrous... Starting materials: N1(CCCC1)C1=NOCC1 (3-(pyrrolidin-1-yl)-4,5-dihydroisoxazole), CI (methyl iodide). The solvent is CO (methanol). Conditions: time 72 hour. Product: [I-].O1N=C(CC1)[N+]1(CCCC1)C (1-(4,5-Dihydroisoxazol-3-yl)-1-methylpyrrolidinium iodide), desired product. RXN SMILES: [N:1]1([C:6]2[CH2:10][CH2:9][O:8][N:7]=2)[CH2:5][CH2:4][CH2:3][CH2:2]1.[CH3:11][I:12]>CO>[I-:12].[O:8]1[CH2:9][CH2:10][C:6]([N+:1]2([CH3:11])[CH2:5][CH2:4][CH2:3][CH2:2]2)=[N:7]1 |f:3.4|. Reported procedure: 1-(4,5-Dihydroisoxazol-3-yl)-1-methylpyrrolidinium iodide III-60 was synthesized according to the following procedure: 3-(pyrrolidin-1-yl)-4,5-dihydroisoxazole III-59 was dissolved in methanol (0.044 M) followed by the addition of methyl iodide (0.022 M). The reaction was allowed to sit for 72 h after which it was concentrated and purified using high pressure liquid chromatography (0.1% formic acid). The desired fractions were lyophilized to provide the desired product plus some impurities which...